This data is from the Open Reaction Database (ORD), a public repository of structured organic reaction records. The task is: describe an organic reaction: reactants, conditions, products, and yield The reactants are CC(=O)O, OO, c1ccc(Sc2cnc3[nH]cc(-c4cn[nH]c4)c3c2)cc1. The product is O=S(c1ccccc1)c1cnc2[nH]cc(-c3cn[nH]c3)c2c1. As a reaction SMILES: [CH3:24][C:25](=[O:26])[OH:27].[OH:22][OH:23].[c:1]1([S:7][c:8]2[cH:9][c:10]3[c:11]([n:12][cH:13]2)[nH:14][cH:15][c:16]3-[c:17]2[cH:18][n:19][nH:20][cH:21]2)[cH:2][cH:3][cH:4][cH:5][cH:6]1>>[c:1]1([S:7]([c:8]2[cH:9][c:10]3[c:11]([n:12][cH:13]2)[nH:14][cH:15][c:16]3-[c:17]2[cH:18][nH:19][n:20][cH:21]2)=[O:22])[cH:2][cH:3][cH:4][cH:5][cH:6]1. The reactants are C[Si](C1=CC=C(S1)C1=CC=C(S1)OB(O)O)(C)C (5-(5-trimethylsilyl-2-thienyl)-2-thienyl boric acid), C([O-])([O-])=O.[K+].[K+] (potassium carbonate), BrC1=CC(=C(S1)C)C1=C(C(C(C1(F)F)(F)F)(F)F)C1=C(SC(=C1)Br)C (1,2-bis(5-bromo-2-methyl-3-thienyl)hexafluorocyclopentene). Reagents/catalysts: C1(=CC=CC=C1)P(C1=CC=CC=C1)C1=CC=CC=C1.C1(=CC=CC=C1)P(C1=CC=CC=C1)C1=CC=CC=C1.C1(=CC=CC=C1)P(C1=CC=CC=C1)C1=CC=CC=C1.C1(=CC=CC=C1)P(C1=CC=CC=C1)C1=CC=CC=C1.[Pd] (palladium tetra(triphenylphosphine)). Run in C(OC)COC (dimethoxyethane). Run at time 5 minute. The product is FC1(C(C(C=C1)(F)F)(F)F)F (hexafluorocyclopentene). The yield is 35.0%. RXN SMILES: BrC1SC(C)=C([C:8]2[C:12]([F:14])([F:13])[C:11]([F:16])([F:15])[C:10]([F:18])([F:17])[C:9]=2C2C=C(Br)SC=2C)C=1.C[Si](C)(C)C1SC(C2SC(OB(O)O)=CC=2)=CC=1.C(=O)([O-])[O-].[K+].[K+]>C(COC)OC.C1(P(C2C=CC=CC=2)C2C=CC=CC=2)C=CC=CC=1.C1(P(C2C=CC=CC=2)C2C=CC=CC=2)C=CC=CC=1.C1(P(C2C=CC=CC=2)C2C=CC=CC=2)C=CC=CC=1.C1(P(C2C=CC=CC=2)C2C=CC=CC=2)C=CC=CC=1.[Pd]>[F:13][C:12]1([F:14])[CH:8]=[CH:9][C:10]([F:18])([F:17])[C:11]1([F:15])[F:16] |f:2.3.4,6.7.8.9.10|. Procedure details: 1,2-bis(5-bromo-2-methyl-3-thienyl)hexafluorocyclopentene (1.0 g, 0.002 mol) was dissolved in dimethoxyethane (50 ml), and palladium tetra(triphenylphosphine) (120 mg) was added to the mixture which was stirred for 5 minutes under argon atmosphere. With 5-(5-trimethylsilyl-2-thienyl)-2-thienyl boric acid (1.4 g, 0.006 mol) and an aqueous solution of potassium carbonate (0.1 mol dm-3, 10 ml) were added, the reaction mixture was refluxed for two hours. It was then concentrated under reduced pressu... Starting materials: C(=O)(OCC1C2=CC=CC=C2C2=CC=CC=C12)ON1C(=O)CCC1=O (Fmoc-OSu), Cl.C(=O)(O)C=1C=C(C=CC1)C1=CC=C(CN)C=C1 (4-(3-carboxyphenyl)benzylamine hydrochloride). The solvent is O1CCOCC1 (dioxane), C(=O)([O-])[O-].[Na+].[Na+] (Na2CO3), O1CCOCC1 (dioxane). Yields the product C(=O)(OCC1C2=CC=CC=C2C2=CC=CC=C12)NCC1=CC=C(C=C1)C1=CC(=CC=C1)C(=O)O (N-Fmoc-4-(3-carboxyphenyl)benzylamine). Isolated yield 47.5%. As a reaction SMILES: Cl.[C:2]([C:5]1[CH:6]=[C:7]([C:11]2[CH:18]=[CH:17][C:14]([CH2:15][NH2:16])=[CH:13][CH:12]=2)[CH:8]=[CH:9][CH:10]=1)([OH:4])=[O:3].[C:19](ON1C(=O)CCC1=O)([O:21][CH2:22][CH:23]1[C:35]2[C:30](=[CH:31][CH:32]=[CH:33][CH:34]=2)[C:29]2[C:24]1=[CH:25][CH:26]=[CH:27][CH:28]=2)=[O:20]>C([O-])([O-])=O.[Na+].[Na+].O1CCOCC1>[C:19]([NH:16][CH2:15][C:14]1[CH:13]=[CH:12][C:11]([C:7]2[CH:8]=[CH:9][CH:10]=[C:5]([C:2]([OH:4])=[O:3])[CH:6]=2)=[CH:18][CH:17]=1)([O:21][CH2:22][CH:23]1[C:24]2[C:29](=[CH:28][CH:27]=[CH:26][CH:25]=2)[C:30]2[C:35]1=[CH:34][CH:33]=[CH:32][CH:31]=2)=[O:20] |f:0.1,3.4.5|. Reported procedure: A solution of 4-(3-carboxyphenyl)benzylamine hydrochloride (20 g, 0.075 mol) in 10% Na2CO3 (350 mL) and dioxane (100 mL) was cooled to 0° C. with stirring. A solution of Fmoc-OSu (30.7 g, 0.091 mol) in dioxane (100 mL) was added in one portion and the reaction mixture was stirred at RT for 3 h. Acidified with 1.5 N aqueous solution of HCl and extracted with EtOAc (3×400 mL). The organic layer was washed with water (3×500 mL), brine dried over Na2SO4 and concentrated, purification by column chrom... The reactants are C(C)(=O)O[C@H]1[C@@H](O[C@@H]([C@H]([C@@H]1OC(C)=O)OC(C)=O)O\C(=C/C1=C(C=CC=C1)F)\C(=O)OCC)COC(C)=O ((2S,3S,4R,5S,6R)-2-(Acetoxymethyl)-6-(((Z)-3-ethoxy-1-(2-fluorophenyl)-3-oxoprop-1-en-2-yl)oxy)tetrahydro-2H-pyran-3,4,5-triyl triacetate), [Br-].C(C)(=O)O[C@H]1[C@@H](O)O[C@@H]([C@H]([C@@H]1OC(C)=O)OC(C)=O)COC(C)=O (2,3,4,6 tetra-O-acetyl-α-D-glucose bromide), ClC1=CC=C(C=C1)CC(C(=O)OCC)=O (Ethyl (4-chlorophenyl)pyruvate), [H-].[Na+] (sodium hydride). Yields the product C(C)(=O)O[C@H]1[C@@H](O[C@@H]([C@H]([C@@H]1OC(C)=O)OC(C)=O)O\C(=C/C1=CC=C(C=C1)Cl)\C(=O)OCC)COC(C)=O ((2S,3S,4R,5S,6R)-2-(Acetoxymethyl)-6-(((Z)-1-(4-chlorophenyl)-3-ethoxy-3-oxoprop-1-en-2-yl)oxy)tetrahydro-2H-pyran-3,4,5-triyl triacetate). Yield: 22.0%. As a reaction SMILES: [C:1]([O:4][C@@H:5]1[C@@H:10]([O:11][C:12](=[O:14])[CH3:13])[C@H:9]([O:15][C:16](=[O:18])[CH3:17])[C@@H:8]([O:19]/[C:20](/[C:29]([O:31][CH2:32][CH3:33])=[O:30])=[CH:21]\[C:22]2[CH:27]=[CH:26][CH:25]=[CH:24][C:23]=2F)[O:7][C@H:6]1[CH2:34][O:35][C:36](=[O:38])[CH3:37])(=[O:3])[CH3:2].[Cl:39]C1C=CC(CC(=O)C(OCC)=O)=CC=1.[H-].[Na+].[Br-].C(O[C@@H]1[C@@H](OC(=O)C)[C@H](OC(=O)C)[C@@H](COC(=O)C)O[C@@H]1O)(=O)C>>[C:1]([O:4][C@@H:5]1[C@@H:10]([O:11][C:12](=[O:14])[CH3:13])[C@H:9]([O:15][C:16](=[O:18])[CH3:17])[C@@H:8]([O:19]/[C:20](/[C:29]([O:31][CH2:32][CH3:33])=[O:30])=[CH:21]\[C:22]2[CH:27]=[CH:26][C:25]([Cl:39])=[CH:24][CH:23]=2)[O:7][C@H:6]1[CH2:34][O:35][C:36](=[O:38])[CH3:37])(=[O:3])[CH3:2] |f:2.3,4.5|. Procedure: The title compound was prepared as described for C4 using ethyl 3-(4-chlorophenyl)-2-oxopropanoate B7 (100 mg, 0.441 mmol), sodium hydride (11.65 mg, 0.485 mmol) and 2,3,4,6 tetra-O-acetyl-α-D-glucose bromide (181 mg, 0.441 mmol). The resulting compound was isolated in the form of white solid in 22% yield.